Dataset: the Open Reaction Database (ORD), a public repository of structured organic reaction records. Task: describe an organic reaction: reactants, conditions, products, and yield Reactants: CC(=O)CCCOC1CCC(N(C)S(=O)(=O)c2ccc(C(F)(F)F)cc2)CC1, CNC, CCO, O. Yields the product CC(CCCOC1CCC(N(C)S(=O)(=O)c2ccc(C(F)(F)F)cc2)CC1)N(C)C. Reaction SMILES: [CH3:1][N:2]([S:3](=[O:4])(=[O:5])[c:6]1[cH:7][cH:8][c:9]([C:12]([F:13])([F:14])[F:15])[cH:10][cH:11]1)[CH:16]1[CH2:17][CH2:18][CH:19]([O:22][CH2:23][CH2:24][CH2:25][C:26]([CH3:27])=[O:28])[CH2:20][CH2:21]1.[CH3:29][NH:30][CH3:31].[CH3:33][CH2:34][OH:35].[OH2:32]>>[CH3:1][N:2]([S:3](=[O:4])(=[O:5])[c:6]1[cH:7][cH:8][c:9]([C:12]([F:13])([F:14])[F:15])[cH:10][cH:11]1)[CH:16]1[CH2:17][CH2:18][CH:19]([O:22][CH2:23][CH2:24][CH2:25][CH:26]([CH3:27])[N:30]([CH3:29])[CH3:31])[CH2:20][CH2:21]1. The reactants are NN1SC(=CN1)C=1N(C(=CN1)[N+](=O)[O-])C (2-(2-amino-5-thiadiazolyl)-1-methyl-5-nitroimidazole), C([O-])(O)=O.[Na+] (sodium bicarbonate). Reported procedure: The above compound is prepared by refluxing 8 gm. of 2-(2-amino-5-thiadiazolyl)-1-methyl-5-nitroimidazole in 30 ml. of 98% formic acid for 10 hours, cooling, and adding the mixture to saturated sodium bicarbonate solution, and the solid collected. The compound melts at 225° to 227° C. Run in C(=O)O (formic acid). Reaction SMILES: [NH2:1][N:2]1[NH:6][CH:5]=[C:4]([C:7]2[N:8]([CH3:15])[C:9]([N+:12]([O-:14])=[O:13])=[CH:10][N:11]=2)[S:3]1.[C:16](=O)(O)[O-:17].[Na+]>C(O)=O>[CH:16]([NH:1][N:2]1[NH:6][CH:5]=[C:4]([C:7]2[N:8]([CH3:15])[C:9]([N+:12]([O-:14])=[O:13])=[CH:10][N:11]=2)[S:3]1)=[O:17] |f:1.2|. The product is C(=O)NN1SC(=CN1)C=1N(C(=CN1)[N+](=O)[O-])C (2-(2-Formamido-5-thiadiazolyl)-1-methyl-5-nitroimidazole). Starting materials: [N+](=O)([O-])C1=C(C=CC=C1)Cl (o-nitrochlorobenzene), C(C)C(CC)N (1-ethylpropylamine), Cl (hydrochloric acid). Run in O (water). Yields the product C(C)C(CC)NC1=C(C=CC=C1)[N+](=O)[O-] (N-(1-Ethylpropyl)-o-nitroaniline). The yield is 91.0%. As a reaction SMILES: [N+:1]([C:4]1[CH:9]=[CH:8][CH:7]=[CH:6][C:5]=1Cl)([O-:3])=[O:2].[CH2:11]([CH:13]([NH2:16])[CH2:14][CH3:15])[CH3:12].Cl>O>[CH2:11]([CH:13]([NH:16][C:5]1[CH:6]=[CH:7][CH:8]=[CH:9][C:4]=1[N+:1]([O-:3])=[O:2])[CH2:14][CH3:15])[CH3:12]. Reported procedure: A solution of 158 grams of o-nitrochlorobenzene and 260 grams of 1-ethylpropylamine are refluxed together for 5 days. The solution is cooled and 500 ml. of water is added. Concentrated hydrochloric acid (10 milliliters) is added and the product separates out as an oil. The product is extracted with chloroform (2×200 milliliters), the extractions dried over MgSO4 and evaporated to yield 190 grams (91%) of product as an oil. The analytical sample is prepared by distillation of the crude oil, b.p. ... Starting materials: CC1=C(OCC2=C(C(Cl)Cl)C=CC=C2)C=C(C=C1)C (2-(2,5-dimethylphenoxymethyl)benzal chloride), C[O-].[Na+] (sodium methoxide). Product: CC1=C(OCC2=C(C=O)C=CC=C2)C=C(C=C1)C (2-(2,5-dimethylphenoxymethyl)benzaldehyde). Reaction SMILES: [CH3:1][C:2]1[CH:18]=[CH:17][C:16]([CH3:19])=[CH:15][C:3]=1[O:4][CH2:5][C:6]1[CH:14]=[CH:13][CH:12]=[CH:11][C:7]=1[CH:8](Cl)Cl.C[O-:21].[Na+]>>[CH3:1][C:2]1[CH:18]=[CH:17][C:16]([CH3:19])=[CH:15][C:3]=1[O:4][CH2:5][C:6]1[CH:14]=[CH:13][CH:12]=[CH:11][C:7]=1[CH:8]=[O:21] |f:1.2|. Reported procedure: As a process for producing 2-(aryloxymethyl)benzaldehyde, for example, the following method is described in JP 2009-215286 A (Example 5). In the method, 2-(2,5-dimethylphenoxymethyl)benzaldehyde is obtained by reacting 2-(2,5-dimethylphenoxymethyl)benzal chloride and sodium methoxide, and then a resulting acetal compound is extracted with xylene. Then, an organic layer obtained after liquid separation is mixed with an aqueous sulfuric acid solution to hydrolyze the acetal compound to obtain 2-(2... Reactants: BrC=1SC(=CN1)Br (2,5-dibromothiazole), S1C(=CC=C1)[Mg]Br (2-thienyl magnesium bromide), Cl (hydrochloric acid), resultant mixture. The reagents and catalysts are Cl[Ni]1([P](CCC[P](C2=CC=CC=C2)1C3=CC=CC=C3)(C4=CC=CC=C4)C5=CC=CC=C5)Cl (dichloro[1,3-bis(diphenylphosphino)propane]nickel). The solvent is CCOCC (ether). Yields the product S1C(=CC=C1)C=1SC(=CN1)C=1SC=CC1 (2,5-di(2-thienyl)thiazole). The yield is 5.8%. Reaction SMILES: Br[C:2]1[S:3][C:4](Br)=[CH:5][N:6]=1.[S:8]1[CH:12]=[CH:11][CH:10]=[C:9]1[Mg]Br.Cl>Cl[Ni]1(Cl)[P](C2C=CC=CC=2)(C2C=CC=CC=2)CCC[P]1(C1C=CC=CC=1)C1C=CC=CC=1.CCOCC>[S:8]1[CH:12]=[CH:11][CH:10]=[C:9]1[C:2]1[S:3][C:4]([C:9]2[S:8][CH:12]=[CH:11][CH:10]=2)=[CH:5][N:6]=1 |^1:18,34|. Procedure details: When a three-neck 50-ml flask fitted with a reflux condenser, a stirrer, and a calcium chloride tube was charged with 6.45 g (40 m.mols) of 2-bromothiophene and 29 ml of dehydrated ether and then 1.06 g (44 m.mols) of a magnesium metal was added thereto, the resultant reaction mixture produced 2-thienyl magnesium bromide with evolution of heat. Under an atmosphere of nitrogen, 4.0 g (16 m.mols) of 2,5-dibromothiazole, 0.179 g (0.33 m.mol) of dichloro[1,3-bis(diphenylphosphino)propane]nickel, and... Starting materials: C=C(C)C(=O)OC, CN(C)c1ccc(Br)cc1, NC(C1CCCCC1)C1CCCCC1, O=C(C=Cc1ccccc1)C=Cc1ccccc1, O=C(C=Cc1ccccc1)C=Cc1ccccc1, O=C(C=Cc1ccccc1)C=Cc1ccccc1, C1CCOC1, [Pd], [Pd]. The product is COC(=O)C(C)=Cc1ccc(N(C)C)cc1. Reaction SMILES: [CH3:11][O:12][C:13](=[O:14])[C:15]([CH3:16])=[CH2:17].[CH3:1][N:2]([c:3]1[cH:4][cH:5][c:6]([Br:9])[cH:7][cH:8]1)[CH3:10].[CH:18]1([CH:19]([NH2:20])[CH:21]2[CH2:22][CH2:23][CH2:24][CH2:25][CH2:26]2)[CH2:27][CH2:28][CH2:29][CH2:30][CH2:31]1.[O:34]=[C:35]([CH:36]=[CH:37][c:38]1[cH:39][cH:40][cH:41][cH:42][cH:43]1)[CH:44]=[CH:45][c:46]1[cH:47][cH:48][cH:49][cH:50][cH:51]1.[O:52]=[C:53]([CH:54]=[CH:55][c:56]1[cH:57][cH:58][cH:59][cH:60][cH:61]1)[CH:62]=[CH:63][c:64]1[cH:65][cH:66][cH:67][cH:68][cH:69]1.[O:70]=[C:71]([CH:72]=[CH:73][c:74]1[cH:75][cH:76][cH:77][cH:78][cH:79]1)[CH:80]=[CH:81][c:82]1[cH:83][cH:84][cH:85][cH:86][cH:87]1.[O:88]1[CH2:89][CH2:90][CH2:91][CH2:92]1.[Pd:32].[Pd:33]>>[CH3:1][N:2]([c:3]1[cH:4][cH:5][c:6]([CH:16]=[C:15]([C:13]([O:12][CH3:11])=[O:14])[CH3:17])[cH:7][cH:8]1)[CH3:10]. Reactants: O (water), [I].[Na] (Sodium iodine), C([O-])([O-])=O.[K+].[K+] (potassium carbonate), C(CCC)NC1(C(=NC=2N(C1)N=C(C2C2=C(C=C(C=C2C)C)C)C)C)CCCCCl (N-butyl-N-(6-(4-chlorobutyl)-3-mesityl-2,5-dimethylpyrazolo[1,5-a]pyrimidin-6-yl)amine). Run in CN1C(CCCC1)=O (1-methyl-2-piperidone). Reaction conditions: temperature 150 celsius, time 4 hour. The product is C(CCC)N1C2=C(CCCC1)C(=NC=1N2N=C(C1C1=C(C=C(C=C1C)C)C)C)C (10-butyl-mesityl-2,5-dimethyl-7,8,9,10-tetrahydro-6H-pyrazolo[5′,1′-:2,3]pyrimido[4,5-b]azepine). Isolated yield 61.4%. RXN SMILES: [I].[Na].C(=O)([O-])[O-].[K+].[K+].C(N[C:14]1([CH2:34][CH2:35][CH2:36][CH2:37]Cl)[CH2:19][N:18]2[N:20]=[C:21]([CH3:32])[C:22]([C:23]3[C:28]([CH3:29])=[CH:27][C:26]([CH3:30])=[CH:25][C:24]=3[CH3:31])=[C:17]2[N:16]=[C:15]1[CH3:33])CCC.O>CN1CCCCC1=O>[CH2:15]([N:16]1[CH2:37][CH2:36][CH2:35][CH2:34][C:14]2[C:15]([CH3:33])=[N:16][C:17]3[N:18]([N:20]=[C:21]([CH3:32])[C:22]=3[C:23]3[C:28]([CH3:29])=[CH:27][C:26]([CH3:30])=[CH:25][C:24]=3[CH3:31])[C:19]1=2)[CH2:14][CH2:34][CH3:35] |f:0.1,2.3.4,^1:0,1|. Reported procedure: Sodium iodine (catalytic amount) and potassium carbonate (65 mg, 0.47 mmol) were added to a solution of N-butyl-N-(6-(4-chlorobutyl)-3-mesityl-2,5-dimethylpyrazolo[1,5-a]pyrimidin-6-yl)amine (65 mg, 0.15 mmol) in 1-methyl-2-piperidone (2 mL), followed by stirring at 150° C. for four hours. Then, the mixture was treated with water, extracted with ethyl acetate, dried over anhydrous magnesium sulfate and evaporated. The residue was purified by silica gel chromatography (15% ethyl acetate/hexane), ... The reactants are NC=1C(=CC2=C(N(C(CO2)=O)OCC)C1)F (6-amino-4-ethoxy-7-fluoro-1,4-benzoxazin-3(4H)-one), C=1(C(=CC=CC1)C)C (xylene). Reaction conditions: time 15 minute. The product is C(C)ON1C(COC2=C1C=C(C(=C2)F)N2C=C1CCCCC1=C2)=O (4-ethoxy-7-fluoro-6-(4,5,6,7-tetrahydroisoindole-2-yl)-1,4-benzoxazin-3(4H)-one). Reaction SMILES: [NH2:1][C:2]1[C:3]([F:16])=[CH:4][C:5]2[O:10][CH2:9][C:8](=[O:11])[N:7]([O:12][CH2:13][CH3:14])[C:6]=2[CH:15]=1.[C:17]1([CH3:24])[C:18]([CH3:23])=[CH:19][CH:20]=[CH:21][CH:22]=1>>[CH2:13]([O:12][N:7]1[C:6]2[CH:15]=[C:2]([N:1]3[CH:23]=[C:18]4[C:17]([CH2:22][CH2:21][CH2:20][CH2:19]4)=[CH:24]3)[C:3]([F:16])=[CH:4][C:5]=2[O:10][CH2:9][C:8]1=[O:11])[CH3:14]. Reported procedure: A mixture consisting of 6-amino-4-ethoxy-7-fluoro-1,4-benzoxazin-3(4H)-one (1.06 g), 1,2-cyclohexanedicarboxyaldehyde (0.7 g) and xylene (50 ml) was stirred for 15 minutes under heat-refluxing. After the solvent had been distilled off under reduced pressure, the residue was purified through silica-gel chromatography (eluent: hexane/ethyl acetate=19/1) to obtain the aimed 4-ethoxy-7-fluoro-6-(4,5,6,7-tetrahydroisoindole-2-yl)-1,4-benzoxazin-3(4H)-one (1.37 g). nD20 1.5797 The reactants are [Si](C)(C)(C(C)(C)C)OC=1C=CC(=C(C1)NC1=CC=C(C=C1)OCCN1CCCCC1)C=1C=C2CCC(C2=CC1)O[Si](C)(C)C(C)(C)C ({5-(tert-butyldimethylsilyloxy)-2-[1-(tert-butyldimethylsilyloxy)indan-5-yl]phenyl}[4-(2-piperidin-1-ylethoxy)phenyl]amine), [F-].C(CCC)[N+](CCCC)(CCCC)CCCC (tetrabutylammonium fluoride), [Cl-].[NH4+] (ammonium chloride). Solvent: O1CCCC1 (tetrahydrofuran). Run at time 3 hour. Product: OC1=CC(=C(C=C1)C=1C=C2CCC(C2=CC1)O)NC1=CC=C(C=C1)OCCN1CCCCC1 (5-{4-Hydroxy-2-[4-(2-piperidin-1-ylethoxy)phenylamino]phenyl}indan-1-ol). Isolated yield 79.0%. RXN SMILES: [Si]([O:8][C:9]1[CH:10]=[CH:11][C:12]([C:31]2[CH:32]=[C:33]3[C:37](=[CH:38][CH:39]=2)[CH:36]([O:40][Si](C(C)(C)C)(C)C)[CH2:35][CH2:34]3)=[C:13]([NH:15][C:16]2[CH:21]=[CH:20][C:19]([O:22][CH2:23][CH2:24][N:25]3[CH2:30][CH2:29][CH2:28][CH2:27][CH2:26]3)=[CH:18][CH:17]=2)[CH:14]=1)(C(C)(C)C)(C)C.[F-].C([N+](CCCC)(CCCC)CCCC)CCC.[Cl-].[NH4+]>O1CCCC1>[OH:8][C:9]1[CH:10]=[CH:11][C:12]([C:31]2[CH:32]=[C:33]3[C:37](=[CH:38][CH:39]=2)[CH:36]([OH:40])[CH2:35][CH2:34]3)=[C:13]([NH:15][C:16]2[CH:21]=[CH:20][C:19]([O:22][CH2:23][CH2:24][N:25]3[CH2:30][CH2:29][CH2:28][CH2:27][CH2:26]3)=[CH:18][CH:17]=2)[CH:14]=1 |f:1.2,3.4|. Procedure: To a solution of {5-(tert-butyldimethylsilyloxy)-2-[1-(tert-butyldimethylsilyloxy)indan-5-yl]phenyl}[4-(2-piperidin-1-ylethoxy)phenyl]amine (590 mg) in tetrahydrofuran (8 ml) was added tetrabutylammonium fluoride (1.0 M solution in tetrahydrofuran) (3 ml), and the solution was stirred for 3 hours at room temperature. A saturated aqueous solution of ammonium chloride was added thereto followed by stirring, the solution was extracted with ethyl acetate, then sequentially washed with water and brin...